This data is from the Open Reaction Database (ORD), a public repository of structured organic reaction records. The task is: describe an organic reaction: reactants, conditions, products, and yield Reactants: N1=CC(=CC=C1C(=O)OC(C)(C)C)C=1C=NC=CC1 (tert-butyl 3,3′-bipyridine-6-carboxylate). The solvent is Cl (HCl), O1CCOCC1 (dioxane). Yields the product N1=CC(=CC=C1C(=O)O)C=1C=NC=CC1 (3,3′-Bipyridine-6-carboxylic acid). RXN SMILES: [N:1]1[C:6]([C:7]([O:9]C(C)(C)C)=[O:8])=[CH:5][CH:4]=[C:3]([C:14]2[CH:15]=[N:16][CH:17]=[CH:18][CH:19]=2)[CH:2]=1>Cl.O1CCOCC1>[N:1]1[C:6]([C:7]([OH:9])=[O:8])=[CH:5][CH:4]=[C:3]([C:14]2[CH:15]=[N:16][CH:17]=[CH:18][CH:19]=2)[CH:2]=1. Reported procedure: A solution of tert-butyl 3,3′-bipyridine-6-carboxylate (3.2 g, 12.5 mmol) in 4 M HCl in dioxane (100 ml) was stirred at 110° C. overnight. The reaction mixture was evaporated completely under reduced pressure and triturated twice from diethyl ether. Yield 3.2 g. 1H-NMR (400 MHz; D2O): δ 8.23-8.27 (m, 1H), 8.50 (d, 1H), 8.84 (d, 1H), 8.93 (d, 1H), 8.98 (d, 1H), 9.16 (s, 1H), 9.26 (s, 1H). Reactants: O=Cc1ccccc1O, COCCCl, [H-], [Na+], CN(C)C=O. Yields the product COCCOc1ccccc1C=O. Reaction SMILES: [CH:1](=[O:2])[c:3]1[cH:4][cH:5][cH:6][cH:7][c:8]1[OH:9].[Cl:12][CH2:13][CH2:14][O:15][CH3:16].[H-:11].[Na+:10].[O:17]=[CH:18][N:19]([CH3:20])[CH3:21]>>[CH:1](=[O:2])[c:3]1[cH:4][cH:5][cH:6][cH:7][c:8]1[O:9][CH2:13][CH2:14][O:15][CH3:16]. Reactants: O (water), C(C)(C)(C)OC(N[C@@H]1C[C@@H](C1)NC(=O)C1=CN(C2=NC=C(N=C21)C2=NN(C1=CC(=CC=C21)F)C)COCC[Si](C)(C)C)=O ((cis-3-{[2-(6-fluoro-1-methyl-1H-indazol-3-yl)-5-(2-trimethylsilanyl-ethoxymethyl)-5H-pyrrolo[2,3-b]pyrazine-7-carbonyl]-amino}-cyclobutyl)carbamic acid tert-butyl ester), C(CN)N (ethylenediamine), FC(C(=O)O)(F)F (trifluoroacetic acid). Solvent: C(C)(=O)OCC (ethyl acetate), ClCCl (dichloromethane). Reaction conditions: time 2 hour. Yields the product N[C@H]1C[C@H](C1)NC(=O)C1=CNC2=NC=C(N=C21)C2=NN(C1=CC(=CC=C21)F)C (2-(6-fluoro-1-methyl-1H-indazol-3-yl)-5H-pyrrolo[2,3-b]pyrazine-7-carboxylic acid (cis-3-amino-cyclobutyl)-amide). Isolated yield 96.1%. As a reaction SMILES: C(OC(=O)[NH:7][C@H:8]1[CH2:11][C@@H:10]([NH:12][C:13]([C:15]2[C:23]3[C:18](=[N:19][CH:20]=[C:21]([C:24]4[C:32]5[C:27](=[CH:28][C:29]([F:33])=[CH:30][CH:31]=5)[N:26]([CH3:34])[N:25]=4)[N:22]=3)[N:17](COCC[Si](C)(C)C)[CH:16]=2)=[O:14])[CH2:9]1)(C)(C)C.FC(F)(F)C(O)=O.C(N)CN.O>ClCCl.C(OCC)(=O)C>[NH2:7][C@@H:8]1[CH2:9][C@H:10]([NH:12][C:13]([C:15]2[C:23]3[C:18](=[N:19][CH:20]=[C:21]([C:24]4[C:32]5[C:27](=[CH:28][C:29]([F:33])=[CH:30][CH:31]=5)[N:26]([CH3:34])[N:25]=4)[N:22]=3)[NH:17][CH:16]=2)=[O:14])[CH2:11]1. Procedure details: In a round-bottomed flask, (cis-3-{[2-(6-fluoro-1-methyl-1H-indazol-3-yl)-5-(2-trimethylsilanyl-ethoxymethyl)-5H-pyrrolo[2,3-b]pyrazine-7-carbonyl]-amino}-cyclobutyl)carbamic acid tert-butyl ester (144 mg, 0.236 mmol) was dissolved in dichloromethane (1.2 ml) and trifluoroacetic acid (0.73 ml, 9.48 mmol) was added. The reaction mixture was stirred at room temperature for 2 h then concentrated. The residue was suspended in dichloromethane (1.2 ml) and ethylenediamine (0.96 ml, 14.2 mmol) was adde... Reactants: C(C)(=O)C=1C(=C(C(=C(C1)Cl)C)C1CN(C1)C(=O)OCC1=CC=CC=C1)OCC (benzyl 3-(3-acetyl-5-chloro-2-ethoxy-6-methylphenyl)azetidine-1-carboxylate), [BH4-].[Na+] (sodium tetrahydroborate). Run in CO (methanol), O (water). Reaction conditions: time 1 hour. Yields the product ClC=1C(=C(C(=C(C1)C(C)O)OCC)C1CN(C1)C(=O)OCC1=CC=CC=C1)C (Benzyl 3-[3-chloro-6-ethoxy-5-(1-hydroxyethyl)-2-methylphenyl]azetidine-1-carboxylate). Yield: 88.2%. RXN SMILES: [C:1]([C:4]1[C:5]([O:26][CH2:27][CH3:28])=[C:6]([CH:12]2[CH2:15][N:14]([C:16]([O:18][CH2:19][C:20]3[CH:25]=[CH:24][CH:23]=[CH:22][CH:21]=3)=[O:17])[CH2:13]2)[C:7]([CH3:11])=[C:8]([Cl:10])[CH:9]=1)(=[O:3])[CH3:2].[BH4-].[Na+]>CO.O>[Cl:10][C:8]1[C:7]([CH3:11])=[C:6]([CH:12]2[CH2:15][N:14]([C:16]([O:18][CH2:19][C:20]3[CH:21]=[CH:22][CH:23]=[CH:24][CH:25]=3)=[O:17])[CH2:13]2)[C:5]([O:26][CH2:27][CH3:28])=[C:4]([CH:1]([OH:3])[CH3:2])[CH:9]=1 |f:1.2|. Procedure: To a solution of benzyl 3-(3-acetyl-5-chloro-2-ethoxy-6-methylphenyl)azetidine-1-carboxylate (0.35 g, 0.87 mmol) in methanol (5 mL) cooled at 0° C. was added sodium tetrahydroborate (0.040 g, 1.0 mmol). The mixture was stirred at room temperature for 1 hour, then diluted with water, extracted with EtOAc. The organic layers were dried over MgSO4 and concentrated to give the crude alcohol (0.31 g, 88%). LCMS calculated for C22H27ClNO4 (M+H)+: m/z=404.2; Found: 404.0, Starting materials: O=C(CBr)c1ccnc(Cl)c1, CSc1nccc(C(=O)CBr)n1, O=C(CBr)c1nc(Cl)ncc1F, CC(=O)c1ccnc(Cl)c1, N#Cc1ccnc(Cl)c1, F. Product: CC(=O)c1nc(Cl)ncc1F. As a reaction SMILES: [Br:1][CH2:2][C:3]([c:4]1[cH:5][cH:6][n:7][c:8]([Cl:9])[cH:10]1)=[O:11].[Br:31][CH2:32][C:33]([c:34]1[cH:35][cH:36][n:37][c:38]([S:39][CH3:40])[n:41]1)=[O:42].[Br:44][CH2:45][C:46](=[O:47])[c:48]1[n:49][c:50]([Cl:55])[n:51][cH:52][c:53]1[F:54].[Cl:12][c:13]1[cH:14][c:15]([C:16](=[O:17])[CH3:18])[cH:19][cH:20][n:21]1.[Cl:22][c:23]1[cH:24][c:25]([C:26]#[N:27])[cH:28][cH:29][n:30]1.[F:43]>>[CH3:45][C:46](=[O:47])[c:48]1[n:49][c:50]([Cl:55])[n:51][cH:52][c:53]1[F:54]. Starting materials: CSCC1=C(N)C(=CC=C1)C(F)(F)F (2-{(methylthio)methyl}-6-(trifluoromethyl)aniline). Reagents/catalysts: [Ni] (Raney nickel), [Ni] (Raney nickel). The solvent is C(C)O (ethanol). Product: CC1=C(N)C(=CC=C1)C(F)(F)F (2-Methyl-6-(trifluoromethyl)aniline). The yield is 27.4%. Reaction SMILES: CS[CH2:3][C:4]1[CH:10]=[CH:9][CH:8]=[C:7]([C:11]([F:14])([F:13])[F:12])[C:5]=1[NH2:6]>[Ni].C(O)C>[CH3:3][C:4]1[CH:10]=[CH:9][CH:8]=[C:7]([C:11]([F:12])([F:13])[F:14])[C:5]=1[NH2:6]. Procedure details: Several scoops of Raney nickel were added to 28.6 g of 2-{(methylthio)methyl}-6-(trifluoromethyl)aniline (Example 1A) in 50 ml of absolute ethanol. The reaction slurry was stirred at room temperature and the progress of the reaction was followed by gas-liquid chromatography (GLC). Periodically, additional Raney nickel was added to the reaction slurry. The reaction was allowed to stir overnight. Most but not all of the starting material had reacted. The Raney nickel was removed by filtration, the...